From a dataset of the Open Reaction Database (ORD), a public repository of structured organic reaction records. describe an organic reaction: reactants, conditions, products, and yield Reactants: NC1=NNC=2N(C(N(C(C21)=O)CCC)=O)CC2=CC=CC=C2 (3-amino-7-benzyl-5-propylpyrazolo[3,4 -d]pyrimidine-4,6(5H,7H)-dione), BrCCCl (1-bromo-2-chloroethane), C([O-])([O-])=O.[K+].[K+] (potassium carbonate). Solvent: CN(C)C=O (DMF). The product is NC=1N(N=C2N(C(N(C(C21)=O)CCC)=O)CC2=CC=CC=C2)CCCl (3-Amino-7-benzyl-2-(2-chloroethyl)-5-propyl-2H-pyrazolo[3,4-d]pyrimidine-4,6(5H,7H)-dione). The yield is 60.2%. RXN SMILES: [NH2:1][C:2]1[C:10]2[C:9](=[O:11])[N:8]([CH2:12][CH2:13][CH3:14])[C:7](=[O:15])[N:6]([CH2:16][C:17]3[CH:22]=[CH:21][CH:20]=[CH:19][CH:18]=3)[C:5]=2[NH:4][N:3]=1.Br[CH2:24][CH2:25][Cl:26].C(=O)([O-])[O-].[K+].[K+]>CN(C=O)C>[NH2:1][C:2]1[N:3]([CH2:24][CH2:25][Cl:26])[N:4]=[C:5]2[C:10]=1[C:9](=[O:11])[N:8]([CH2:12][CH2:13][CH3:14])[C:7](=[O:15])[N:6]2[CH2:16][C:17]1[CH:22]=[CH:21][CH:20]=[CH:19][CH:18]=1 |f:2.3.4|. Procedure details: A mixture of 3-amino-7-benzyl-5-propylpyrazolo[3,4 -d]pyrimidine-4,6(5H,7H)-dione (11 g), 1-bromo-2-chloroethane (8.0 g) and potassium carbonate (7.0 g) was stirred in DMF (120 ml) at 50°-60° C. for 12 hours. The reaction mixture was concentrated to dryness, then the concentrate was extracted with chloroform/water. The chloroform layer was washed with water, dried and concentrated. The resultant brown syrup was purified by flash chromatography (silica gel 100 g, chloroform). The resultant syrup ... Reactants: [Te](Cl)(Cl)(Cl)Cl (Tellurium tetrachloride), COC(=O)COC1=CC=CC=C1 (methyl phenoxy acetate). Run in C(Cl)(Cl)(Cl)Cl (carbon tetrachloride). Yields the product COC(=O)COC1=CC=C(C=C1)[Te](Cl)(Cl)Cl (p-methoxycarbonylmethoxyphenyltellurium trichloride). Isolated yield 96.1%. Reaction SMILES: [Te:1]([Cl:5])(Cl)([Cl:3])[Cl:2].[CH3:6][O:7][C:8]([CH2:10][O:11][C:12]1[CH:17]=[CH:16][CH:15]=[CH:14][CH:13]=1)=[O:9]>C(Cl)(Cl)(Cl)Cl>[CH3:6][O:7][C:8]([CH2:10][O:11][C:12]1[CH:17]=[CH:16][C:15]([Te:1]([Cl:5])([Cl:3])[Cl:2])=[CH:14][CH:13]=1)=[O:9]. Procedure: Tellurium tetrachloride (11.36 g, 0.042 mol) and methyl phenoxy acetate (21.00 g, 0.127 mol) were refluxed in carbon tetrachloride (175 ml) for 18 h. The reaction solution was filtered while still hot, the filtrate cooled in an ice bath and the resulting solid filtered to afford p-methoxycarbonylmethoxyphenyltellurium trichloride (16.11 g, 96%) δ(CDCl3 /DMSO d6) 8.38 (2H,d,9Hz), 6.90 (2H,d,9 Hz), 4.67 (2H,s), and 3.77 (3H,s). No attempt was made to purify this compound and it was used directly i... Reactants: CCO, COC(=O)NC1CCC(OCc2cc(C(F)(F)F)cc(C(F)(F)F)c2)C1c1ccccc1, [Na+], [OH-], O. Yields the product NC1CCC(OCc2cc(C(F)(F)F)cc(C(F)(F)F)c2)C1c1ccccc1. As a reaction SMILES: [CH3:35][CH2:36][OH:37].[F:1][C:2]([c:3]1[cH:4][c:5]([CH2:13][O:14][CH:15]2[CH:16]([c:25]3[cH:26][cH:27][cH:28][cH:29][cH:30]3)[CH:17]([NH:20][C:21]([O:22][CH3:23])=[O:24])[CH2:18][CH2:19]2)[cH:6][c:7]([C:9]([F:10])([F:11])[F:12])[cH:8]1)([F:31])[F:32].[Na+:34].[OH-:33].[OH2:38]>>[F:1][C:2]([c:3]1[cH:4][c:5]([CH2:13][O:14][CH:15]2[CH:16]([c:25]3[cH:26][cH:27][cH:28][cH:29][cH:30]3)[CH:17]([NH2:20])[CH2:18][CH2:19]2)[cH:6][c:7]([C:9]([F:10])([F:11])[F:12])[cH:8]1)([F:31])[F:32]. Reactants: C(C1=CC=CC=C1)C1(CC1)C[C@@H](C(=O)O)CC(=O)N1CCOCC1 ((R)-2-(1-Benzyl-cyclopropylmethyl)-4-morpholin-4-yl-4-oxo-butyric acid), FC(C(=O)O)(F)F.NC([C@H](O)C1=NOC(=N1)CC)CC ((S)-2-Amino-1-(5-ethyl-1,2,4-oxadiazol-3-yl)-butan-1-ol; compound with trifluoro-acetic acid). Product: C(C1=CC=CC=C1)C1(CC1)C[C@@H](C(=O)N[C@@H](CC)C(=O)C1=NOC(=N1)CC)CC(=O)N1CCOCC1 ((R)-2-(1-Benzyl-cyclopropylmethyl)-N-[(S)-1-(5-ethyl-1,2,4-oxadiazole-3-carbonyl)-propyl]-4-morpholin-4-yl-4-oxo-butyramide). RXN SMILES: [CH2:1]([C:8]1([CH2:11][C@H:12]([CH2:16][C:17]([N:19]2[CH2:24][CH2:23][O:22][CH2:21][CH2:20]2)=[O:18])[C:13](O)=[O:14])[CH2:10][CH2:9]1)[C:2]1[CH:7]=[CH:6][CH:5]=[CH:4][CH:3]=1.FC(F)(F)C(O)=O.[NH2:32][CH:33]([CH2:43][CH3:44])[C@@H:34]([C:36]1[N:40]=[C:39]([CH2:41][CH3:42])[O:38][N:37]=1)[OH:35]>>[CH2:1]([C:8]1([CH2:11][C@H:12]([CH2:16][C:17]([N:19]2[CH2:24][CH2:23][O:22][CH2:21][CH2:20]2)=[O:18])[C:13]([NH:32][C@H:33]([C:34]([C:36]2[N:40]=[C:39]([CH2:41][CH3:42])[O:38][N:37]=2)=[O:35])[CH2:43][CH3:44])=[O:14])[CH2:10][CH2:9]1)[C:2]1[CH:7]=[CH:6][CH:5]=[CH:4][CH:3]=1 |f:1.2|. Procedure: It is similarly prepared according to general procedure given for example 10 above but using (R)-2-(1-Benzyl-cyclopropylmethyl)-4-morpholin-4-yl-4-oxo-butyric acid and (S)-2-Amino-1-(5-ethyl-1,2,4-oxadiazol-3-yl)-butan-1-ol; compound with trifluoro-acetic acid. Reactants: CC(C)(C)[Si](C)(C)Oc1cccc(N)c1, C1CCOC1, CCN(C(C)C)C(C)C, O=C(Cl)c1cccc(Oc2ccc(Cl)cc2[N+](=O)[O-])c1, O. The product is CC(C)(C)[Si](C)(C)Oc1cccc(NC(=O)c2cccc(Oc3ccc(Cl)cc3[N+](=O)[O-])c2)c1. Reaction SMILES: [C:21]([CH3:22])([CH3:23])([CH3:24])[Si:25]([O:26][c:27]1[cH:28][c:29]([NH2:33])[cH:30][cH:31][cH:32]1)([CH3:34])[CH3:35].[CH2:46]1[O:47][CH2:48][CH2:49][CH2:50]1.[CH:36]([N:37]([CH2:38][CH3:39])[CH:40]([CH3:41])[CH3:42])([CH3:43])[CH3:44].[Cl:1][c:2]1[cH:3][c:4]([N+:18](=[O:19])[O-:20])[c:5]([O:6][c:7]2[cH:8][c:9]([C:10](=[O:11])[Cl:12])[cH:13][cH:14][cH:15]2)[cH:16][cH:17]1.[OH2:45]>>[Cl:1][c:2]1[cH:3][c:4]([N+:18](=[O:19])[O-:20])[c:5]([O:6][c:7]2[cH:8][c:9]([C:10](=[O:11])[NH:33][c:29]3[cH:28][c:27]([O:26][Si:25]([C:21]([CH3:22])([CH3:23])[CH3:24])([CH3:34])[CH3:35])[cH:32][cH:31][cH:30]3)[cH:13][cH:14][cH:15]2)[cH:16][cH:17]1. Reactants: Clc1ccc(CNc2ccc(Br)cn2)cc1, [Li]C(C)(C)C, CN(C)C=O, [Cl-], [NH4+], C1CCOC1. Product: O=Cc1ccc(NCc2ccc(Cl)cc2)nc1. RXN SMILES: [Br:1][c:2]1[cH:3][cH:4][c:5]([NH:8][CH2:9][c:10]2[cH:11][cH:12][c:13]([Cl:16])[cH:14][cH:15]2)[n:6][cH:7]1.[C:29]([Li:30])([CH3:31])([CH3:32])[CH3:33].[CH3:17][N:18]([CH:19]=[O:20])[CH3:21].[Cl-:22].[NH4+:23].[O:24]1[CH2:25][CH2:26][CH2:27][CH2:28]1>>[c:2]1([CH:19]=[O:20])[cH:3][cH:4][c:5]([NH:8][CH2:9][c:10]2[cH:11][cH:12][c:13]([Cl:16])[cH:14][cH:15]2)[n:6][cH:7]1. Reported procedure: A mixture of diphenylmethyl 7-[2-ethoxyimino-2-(5-amino-1,2,4-thiadiazol-3-yl)acetamido]-3-chloromethyl-3-cephem-4-carboxylate-1-oxide (syn isomer) (3 g) and 3-dimethylaminopyridine (0.7 g) in tetrahydrofuran (20 ml) was stirred for 2.5 hours at 48° to 50° C. The resulting precipitate was filtered, washed with tetrahydrofuran and dried to give diphenylmethyl 7-[2-ethoxyimino-2-(5-amino-1,2,4-thiadiazol-3-yl)acetamido]-3-(3-dimethylamino-1-pyridiniomethyl)-3-cephem-4-carboxylate-1-oxide chloride ... Run at time 2.5 hour. Isolated yield 88.8%. The product is [Cl-].C(C)ON=C(C(=O)NC1[C@@H]2N(C(=C(CS2=O)C[N+]2=CC(=CC=C2)N(C)C)C(=O)OC(C2=CC=CC=C2)C2=CC=CC=C2)C1=O)C1=NSC(=N1)N (diphenylmethyl 7-[2-ethoxyimino-2-(5-amino-1,2,4-thiadiazol-3-yl)acetamido]-3-(3-dimethylamino-1-pyridiniomethyl)-3-cephem-4-carboxylate-1-oxide chloride). Reaction SMILES: [CH2:1]([O:3][N:4]=[C:5]([C:37]1[N:41]=[C:40]([NH2:42])[S:39][N:38]=1)[C:6]([NH:8][CH:9]1[C:35](=[O:36])[N:11]2[C:12]([C:19]([O:21][CH:22]([C:29]3[CH:34]=[CH:33][CH:32]=[CH:31][CH:30]=3)[C:23]3[CH:28]=[CH:27][CH:26]=[CH:25][CH:24]=3)=[O:20])=[C:13]([CH2:17][Cl:18])[CH2:14][S:15](=[O:16])[C@H:10]12)=[O:7])[CH3:2].[CH3:43][N:44]([CH3:51])[C:45]1[CH:46]=[N:47][CH:48]=[CH:49][CH:50]=1>O1CCCC1>[Cl-:18].[CH2:1]([O:3][N:4]=[C:5]([C:37]1[N:41]=[C:40]([NH2:42])[S:39][N:38]=1)[C:6]([NH:8][CH:9]1[C:35](=[O:36])[N:11]2[C:12]([C:19]([O:21][CH:22]([C:29]3[CH:34]=[CH:33][CH:32]=[CH:31][CH:30]=3)[C:23]3[CH:28]=[CH:27][CH:26]=[CH:25][CH:24]=3)=[O:20])=[C:13]([CH2:17][N+:47]3[CH:48]=[CH:49][CH:50]=[C:45]([N:44]([CH3:51])[CH3:43])[CH:46]=3)[CH2:14][S:15](=[O:16])[C@H:10]12)=[O:7])[CH3:2] |f:3.4|. Run in O1CCCC1 (tetrahydrofuran). The reactants are C(C)ON=C(C(=O)NC1[C@@H]2N(C(=C(CS2=O)CCl)C(=O)OC(C2=CC=CC=C2)C2=CC=CC=C2)C1=O)C1=NSC(=N1)N (diphenylmethyl 7-[2-ethoxyimino-2-(5-amino-1,2,4-thiadiazol-3-yl)acetamido]-3-chloromethyl-3-cephem-4-carboxylate-1-oxide), CN(C=1C=NC=CC1)C (3-dimethylaminopyridine).